From a dataset of the Open Reaction Database (ORD), a public repository of structured organic reaction records. describe an organic reaction: reactants, conditions, products, and yield The reactants are COc1cc2c(cc1O)CCC1C2CCC2(C)C(=O)CC(CCCC(=O)O)C12, COCCOc1cc2c(cc1O)CCC1C2CCC2(C)C(=O)CC(CCCC(=O)O)C12. Product: CCOc1cc2c(cc1O)CCC1C2CCC2(C)C(=O)CC(CCCC(=O)O)C12. RXN SMILES: [OH:1][c:2]1[c:3]([O:4][CH3:5])[cH:6][c:7]2[c:27]([cH:28]1)[CH2:26][CH2:25][CH:9]1[CH:8]2[CH2:13][CH2:12][C:11]2([CH3:14])[CH:10]1[CH:18]([CH2:19][CH2:20][CH2:21][C:22]([OH:23])=[O:24])[CH2:17][C:15]2=[O:16].[OH:29][c:30]1[cH:31][c:32]2[c:45]([cH:46][c:47]1[O:48][CH2:49][CH2:50][O:51][CH3:52])[CH:44]1[CH:35]([CH2:34][CH2:33]2)[CH:36]2[CH:37]([CH2:54][CH2:55][CH2:56][C:57](=[O:58])[OH:59])[CH2:38][C:39](=[O:53])[C:40]2([CH3:41])[CH2:42][CH2:43]1>>[OH:29][c:30]1[cH:31][c:32]2[c:45]([cH:46][c:47]1[O:48][CH2:49][CH3:50])[CH:44]1[CH:35]([CH2:34][CH2:33]2)[CH:36]2[CH:37]([CH2:54][CH2:55][CH2:56][C:57](=[O:58])[OH:59])[CH2:38][C:39](=[O:53])[C:40]2([CH3:41])[CH2:42][CH2:43]1. Reactants: CO, CCc1cc(C=O)cc(C)c1C=CC(=O)OC, [Na+], [OH-]. Product: CCc1cc(C=O)cc(C)c1C=CC(=O)O. As a reaction SMILES: [CH3:18][OH:19].[CH3:1][O:2][C:3]([CH:4]=[CH:5][c:6]1[c:7]([CH2:15][CH3:16])[cH:8][c:9]([CH:13]=[O:14])[cH:10][c:11]1[CH3:12])=[O:17].[Na+:21].[OH-:20]>>[O:2]=[C:3]([CH:4]=[CH:5][c:6]1[c:7]([CH2:15][CH3:16])[cH:8][c:9]([CH:13]=[O:14])[cH:10][c:11]1[CH3:12])[OH:17].